From a dataset of the Open Reaction Database (ORD), a public repository of structured organic reaction records. describe an organic reaction: reactants, conditions, products, and yield Starting materials: CCO, [Cl-], O=[N+]([O-])c1ccc(OCc2cccc(F)c2)c(Cl)c1, [NH4+], O, [Zn]. The product is Nc1ccc(OCc2cccc(F)c2)c(Cl)c1. Reaction SMILES: [CH3:22][CH2:23][OH:24].[Cl-:20].[Cl:1][c:2]1[c:3]([O:11][CH2:12][c:13]2[cH:14][c:15]([F:19])[cH:16][cH:17][cH:18]2)[cH:4][cH:5][c:6]([N+:8]([O-:9])=[O:10])[cH:7]1.[NH4+:21].[OH2:25].[Zn:26]>>[Cl:1][c:2]1[c:3]([O:11][CH2:12][c:13]2[cH:14][c:15]([F:19])[cH:16][cH:17][cH:18]2)[cH:4][cH:5][c:6]([NH2:8])[cH:7]1. Reported procedure: To a solution of N-benzhydrylidene-N′-[1-[3-bromo-5-(tert-butyl-dimethyl-silanyloxymethyl)-thiophen-2-yl]-methylidene]-hydrazine [41.2 g, 80.2 mmol, Intermediate (69)] in toluene (500 mL) were added benzophenone hydrazone (18.9 g, 96.2 mmol), cesium carbonate (44.3 g, 136.3 mmol) then 1,1′-diphenylphosphinoferrocene (6.66 g, 12 mmol), and palladium acetate (1.35 g, 6 mmol). The orange mixture was stirred at 90° C. for 20 hours. The insoluble was filtered off and the filtrate was concentrated. Th... The reactants are C(C1=CC=CC=C1)(C1=CC=CC=C1)=NN=CC=1SC(=CC1Br)C(O[SiH2]C(C)(C)C)(C)C (N-benzhydrylidene-N′-[1-[3-bromo-5-(tert-butyl-dimethyl-silanyloxymethyl)-thiophen-2-yl]-methylidene]-hydrazine), C(C1=CC=CC=C1)(C1=CC=CC=C1)=NN=CC=1SC(=CC1Br)C(O[SiH2]C(C)(C)C)(C)C (N-benzhydrylidene-N′-[1-[3-bromo-5-(tert-butyl-dimethyl-silanyloxymethyl)-thiophen-2-yl]-methylidene]-hydrazine), C(C1=CC=CC=C1)(C1=CC=CC=C1)=NN (benzophenone hydrazone), C([O-])([O-])=O.[Cs+].[Cs+] (cesium carbonate). Reaction SMILES: C(=[N:14][N:15]=[CH:16][C:17]1[S:18][C:19]([C:23](C)(C)[O:24][SiH2]C(C)(C)C)=[CH:20][C:21]=1Br)(C1C=CC=CC=1)C1C=CC=CC=1.C(=NN)(C1C=CC=CC=1)C1C=CC=CC=1.C(=O)([O-])[O-].[Cs+].[Cs+]>C1(C)C=CC=CC=1.C1(P[C-]2C=CC=C2)C=CC=CC=1.[C-]1(PC2C=CC=CC=2)C=CC=C1.[Fe+2].C([O-])(=O)C.[Pd+2].C([O-])(=O)C>[NH:14]1[C:21]2[CH:20]=[C:19]([CH2:23][OH:24])[S:18][C:17]=2[CH:16]=[N:15]1 |f:2.3.4,6.7.8,9.10.11|. Conditions: temperature 90 celsius, time 20 hour. The reagents and catalysts are C(C)(=O)[O-].[Pd+2].C(C)(=O)[O-] (palladium acetate), C1(=CC=CC=C1)P[C-]1C=CC=C1.[C-]1(C=CC=C1)PC1=CC=CC=C1.[Fe+2] (1,1′-diphenylphosphinoferrocene). The product is N1N=CC2=C1C=C(S2)CO ((1H-thieno[3,2-c]pyrazol-5-yl)-methanol). Solvent: C1(=CC=CC=C1)C (toluene). The yield is 26.7%. Reactants: BrC=1C=C(C=O)C=C(C1O)OCC1=CC=CC=C1 (3-bromo-4-hydroxy-5-benzyloxybenzaldehyde), Cu, CSSC (methyldisulfide). The solvent is N1=CC=CC=C1 (pyridine). Run at temperature 90 celsius. Product: CSC=1C=C(C=O)C=C(C1O)OCC1=CC=CC=C1 (3-Methylthio-4-hydroxy-5-benzyloxybenzaldehyde). As a reaction SMILES: Br[C:2]1[CH:3]=[C:4]([CH:7]=[C:8]([O:11][CH2:12][C:13]2[CH:18]=[CH:17][CH:16]=[CH:15][CH:14]=2)[C:9]=1[OH:10])[CH:5]=[O:6].[CH3:19][S:20]SC>N1C=CC=CC=1>[CH3:19][S:20][C:2]1[CH:3]=[C:4]([CH:7]=[C:8]([O:11][CH2:12][C:13]2[CH:18]=[CH:17][CH:16]=[CH:15][CH:14]=2)[C:9]=1[OH:10])[CH:5]=[O:6]. Procedure details: A five liter flask equipped with a mechanical stirrer was charged with 100 g of 3-bromo-4-hydroxy-5-benzyloxybenzaldehyde, 80 g Cu powder, 80 mL methyldisulfide and 1.7 L pyridine, and the mixture was heated at 90° C. overnight with gentle stirring. The following day, the reaction mixture was filtered and most of the pyridine (1.3 L) was distilled off. The remaining solid residue was washed with about 2 L of methylene chloride and combined with the residue left after pyridine evaporation. The co... Starting materials: O.NN (hydrazine monohydrate), CN1CCN(CCC1)C1=C(C=C(C=C1)S(=O)(=O)NC1=CC=CC=C1)[N+](=O)[O-] (4-(4-methyl-1,4-diazepan-1-yl)-3-nitro-N-phenylbenzenesulfonamide), CN1CCNCCC1 (1-Methylhomopiperazine), ClC1=C(C=C(C=C1)S(=O)(=O)NC1=CC=CC=C1)[N+](=O)[O-] (4-chloro-3-nitro-N-phenylbenzenesulfonamide), C(=O)([O-])[O-].[K+].[K+] (K2CO3), Cl.CCOCC (HCl ether). The reagents and catalysts are [Ni] (Ni). Run in CCO.C1CCOC1 (EtOH THF), C(C)OCC.CCOC(=O)C (diethyl ether EtOAc), C(Cl)Cl (CH2Cl2). Run at time 2.5 hour. Yields the product NC=1C=C(C=CC1N1CCN(CCC1)C)S(=O)(=O)NC1=CC=CC=C1 (3-Amino-4-(4-methyl-1,4-diazepan-1-yl)-N-phenylbenzenesulfonamide). As a reaction SMILES: CN1CCCNCC1.ClC1C=CC(S(NC2C=CC=CC=2)(=O)=O)=CC=1[N+]([O-])=O.C([O-])([O-])=O.[K+].[K+].[CH3:35][N:36]1[CH2:42][CH2:41][CH2:40][N:39]([C:43]2[CH:48]=[CH:47][C:46]([S:49]([NH:52][C:53]3[CH:58]=[CH:57][CH:56]=[CH:55][CH:54]=3)(=[O:51])=[O:50])=[CH:45][C:44]=2[N+:59]([O-])=O)[CH2:38][CH2:37]1.O.NN.Cl.CCOCC>C(Cl)Cl.CCO.C1COCC1.C(OCC)C.CCOC(C)=O.[Ni]>[NH2:59][C:44]1[CH:45]=[C:46]([S:49]([NH:52][C:53]2[CH:58]=[CH:57][CH:56]=[CH:55][CH:54]=2)(=[O:50])=[O:51])[CH:47]=[CH:48][C:43]=1[N:39]1[CH2:40][CH2:41][CH2:42][N:36]([CH3:35])[CH2:37][CH2:38]1 |f:2.3.4,6.7,8.9,11.12,13.14|. Procedure details: 4-Chloro-3-nitrobenzenesulfonyl chloride (460 mg, 1.8 mmol) was added to a colorless solution of aniline (250 mg, 2.7 mmol) in CH2Cl2 (10 mL) followed by pyridine (0.80 mL, 10.0 mmol). The resulting orange solution was stirred at room temperature for 30 minutes, after which time the mixture was concentrated under vacuum. Acidification with 2M aq. HCl followed by extraction using EtOAc and drying with Na2SO4 followed by filtration through a plug of silica, gave 500 mg (62%) of 4-chloro-3-nitro-N-... The reactants are C(C1=CC=CC=C1)OC1=CC(=NC2=CC(=CC(=C12)Cl)Cl)C(=O)OCCN(C(C)C)C(C)C (2-diisopropylaminoethyl 4-benzyloxy-5,7-dichloroquinoline-2-carboxylate), Br (hydrogen bromide). Run in C(C)(=O)O (acetic acid). Product: Br.ClC1=C2C(C=C(NC2=CC(=C1)Cl)C(=O)OCCN(C(C)C)C(C)C)=O (2-diisopropylaminoethyl 5,7-dichloro-4-oxo-1,4-dihydroquinoline-2-carboxylate hydrobromide). Reaction SMILES: C([O:8][C:9]1[C:18]2[C:13](=[CH:14][C:15]([Cl:20])=[CH:16][C:17]=2[Cl:19])[N:12]=[C:11]([C:21]([O:23][CH2:24][CH2:25][N:26]([CH:30]([CH3:32])[CH3:31])[CH:27]([CH3:29])[CH3:28])=[O:22])[CH:10]=1)C1C=CC=CC=1.[BrH:33]>C(O)(=O)C>[BrH:33].[Cl:19][C:17]1[CH:16]=[C:15]([Cl:20])[CH:14]=[C:13]2[C:18]=1[C:9](=[O:8])[CH:10]=[C:11]([C:21]([O:23][CH2:24][CH2:25][N:26]([CH:27]([CH3:29])[CH3:28])[CH:30]([CH3:31])[CH3:32])=[O:22])[NH:12]2 |f:3.4|. Reported procedure: Treatment of 2-diisopropylaminoethyl 4-benzyloxy-5,7-dichloroquinoline-2-carboxylate (0.85 g) with hydrogen bromide in acetic acid (15 ml, 48%) as described in Example 33d gave 2-diisopropylaminoethyl 5,7-dichloro-4-oxo-1,4-dihydroquinoline-2-carboxylate hydrobromide (0.24 g), m.p. 220° C. (dec). δ (360 MHz, DMSO-d6) 1.33 (12H, 2d, CH3), 3.63 (2H, bs, CH2N), 3.74 (2H, m, CH), 4.63 (2H, t, CO2CH2), 6.70 (1H, s, 3-H), 7.46 (1H, d, 6-H), 8.02 (1H, d, 8-H), 8.90 (1H, bs, NH) and 12.14 (1H, bs, NH). ... Reactants: ClC=1NC2=C(N1)C=CC(=C2)O (2-chloro-5-hydroxybenzimidazole), [H-].[Na+] (sodium hydride), ClC=1NC2=C(N1)C=CC(=C2)O (2-chloro-5-hydroxybenzimidazole), [H-].[Na+] (sodium hydride), ClC1=NC=NC2=CC(=C(C=C12)OC)OCC1CCN(CC1)C (4-chloro-6-methoxy-7-(1-methylpiperidin-4-yl)methoxyquinazoline), [Cl-].[NH4+] (ammonium chloride). Solvent: ClCCl.CO (dichloromethane methanol), CN(C)C=O (DMF), C(C)(=O)OCC (ethyl acetate). Run at temperature 100 celsius, time 1 hour. Yields the product ClC1=NC2=C(N1)C=C(C=C2)OC2=NC=NC1=CC(=C(C=C21)OC)OCC2CCN(CC2)C (4-(2-chloro-1H-benzimidazol-6-yloxy)-6-methoxy-7-((1-methylpiperidin-4-yl)methoxy)quinazoline). Yield: 16.3%. RXN SMILES: [Cl:1][C:2]1[NH:3][C:4]2[CH:10]=[C:9]([OH:11])[CH:8]=[CH:7][C:5]=2[N:6]=1.[H-].[Na+].Cl[C:15]1[C:24]2[C:19](=[CH:20][C:21]([O:27][CH2:28][CH:29]3[CH2:34][CH2:33][N:32]([CH3:35])[CH2:31][CH2:30]3)=[C:22]([O:25][CH3:26])[CH:23]=2)[N:18]=[CH:17][N:16]=1.[Cl-].[NH4+]>CN(C=O)C.ClCCl.CO.C(OCC)(=O)C>[Cl:1][C:2]1[NH:3][C:4]2[CH:10]=[C:9]([O:11][C:15]3[C:24]4[C:19](=[CH:20][C:21]([O:27][CH2:28][CH:29]5[CH2:34][CH2:33][N:32]([CH3:35])[CH2:31][CH2:30]5)=[C:22]([O:25][CH3:26])[CH:23]=4)[N:18]=[CH:17][N:16]=3)[CH:8]=[CH:7][C:5]=2[N:6]=1 |f:1.2,4.5,7.8|. Procedure details: To a portion of 2-chloro-5-hydroxybenzimidazole (191 mg, 0.75 mmol) in DMF (3 ml) was added sodium hydride (60 mg, 1.5 mmol) under argon at ambient temperature. Ten minutes later 4-chloro-6-methoxy-7-(1-methylpiperidin-4-yl)methoxyquinazoline (200 mg, 0.62 mmol), (prepared as described for the starting material in Example 10), was added and the mixture heated at 100° C. for 2 hours. More 2-chloro-5-hydroxybenzimidazole (30 mg, 0.12 mmol) and sodium hydride (11 mg, 0.28 mmol) were then added as t... Reactants: ClC1=CC=C2C(=N1)C(=C(O2)C(C2CCCCC2)NC2=CC=C(C=C2)C(=O)NCCC(=O)OCC)C (ethyl 3-{[(4-{[(5-chloro-3-methylfuro[3,2-b]pyridin-2-yl)(cyclohexyl)methyl]amino}phenyl)carbonyl]amino}propanoate), O1CCCC1 (tetrahydrofuran), [OH-].[Na+] (sodium hydroxide). The solvent is C(C)O (ethanol). Run at time 2 hour. Product: ClC1=CC=C2C(=N1)C(=C(O2)C(C2CCCCC2)NC2=CC=C(C=C2)C(=O)NCCC(=O)O)C (3-{[(4-{[(5-chloro-3-methylfuro[3,2-b]pyridin-2-yl)(cyclohexyl)methyl]amino}phenyl)carbonyl]amino}propanoic acid). The yield is 90.8%. Reaction SMILES: [Cl:1][C:2]1[N:7]=[C:6]2[C:8]([CH3:35])=[C:9]([CH:11]([NH:18][C:19]3[CH:24]=[CH:23][C:22]([C:25]([NH:27][CH2:28][CH2:29][C:30]([O:32]CC)=[O:31])=[O:26])=[CH:21][CH:20]=3)[CH:12]3[CH2:17][CH2:16][CH2:15][CH2:14][CH2:13]3)[O:10][C:5]2=[CH:4][CH:3]=1.O1CCCC1.[OH-].[Na+]>C(O)C>[Cl:1][C:2]1[N:7]=[C:6]2[C:8]([CH3:35])=[C:9]([CH:11]([NH:18][C:19]3[CH:20]=[CH:21][C:22]([C:25]([NH:27][CH2:28][CH2:29][C:30]([OH:32])=[O:31])=[O:26])=[CH:23][CH:24]=3)[CH:12]3[CH2:13][CH2:14][CH2:15][CH2:16][CH2:17]3)[O:10][C:5]2=[CH:4][CH:3]=1 |f:2.3|. Procedure details: To a mixture of ethyl 3-{[(4-{[(5-chloro-3-methylfuro[3,2-b]pyridin-2-yl)(cyclohexyl)methyl]amino}phenyl)carbonyl]amino}propanoate (383 mg) synthesized above, tetrahydrofuran (5 mL) and ethanol (5 mL) was added 1N aqueous sodium hydroxide solution (2.00 mL), and the mixture was stirred at room temperature for 2 hr, and concentrated under reduced pressure. The residue was dissolved in water (10 mL), and 1N hydrochloric acid (2.00 mL) was added at 0° C. The resulting precipitate was collected by f... Starting materials: BrCCCBr, O=C([O-])[O-], CCC(C)=O, COC(=O)Cc1ccc(O)c(F)c1, [K+], [K+]. The product is COC(=O)Cc1ccc(OCCCBr)c(F)c1. Reaction SMILES: [Br:14][CH2:15][CH2:16][CH2:17][Br:18].[C:19](=[O:20])([O-:21])[O-:22].[CH3:25][C:26](=[O:27])[CH2:28][CH3:29].[F:1][c:2]1[cH:3][c:4]([CH2:9][C:10](=[O:11])[O:12][CH3:13])[cH:5][cH:6][c:7]1[OH:8].[K+:23].[K+:24]>>[F:1][c:2]1[cH:3][c:4]([CH2:9][C:10](=[O:11])[O:12][CH3:13])[cH:5][cH:6][c:7]1[O:8][CH2:17][CH2:16][CH2:15][Br:14]. The reactants are COc1ccc(CSc2ccncc2)c2c1OCC2C, Nc1ccncc1. Product: COc1ccc(CNc2ccncc2)c2c1OCC2C. As a reaction SMILES: [CH3:1][O:2][c:3]1[cH:4][cH:5][c:6]([CH2:13][S:14][c:15]2[cH:16][cH:17][n:18][cH:19][cH:20]2)[c:7]2[c:11]1[O:10][CH2:9][CH:8]2[CH3:12].[NH2:21][c:22]1[cH:23][cH:24][n:25][cH:26][cH:27]1>>[CH3:1][O:2][c:3]1[cH:4][cH:5][c:6]([CH2:13][NH:21][c:22]2[cH:23][cH:24][n:25][cH:26][cH:27]2)[c:7]2[c:11]1[O:10][CH2:9][CH:8]2[CH3:12]. Starting materials: CO, [Na+], [OH-], CCCCC(C)(C)C(O)C=CC1CCC(O)C1CC=CCCCC(=O)OC. Product: CCCCC(C)(C)C(O)C=CC1CCC(O)C1CC=CCCCC(=O)O. Reaction SMILES: [CH3:30][OH:31].[Na+:29].[OH-:28].[OH:1][CH:2]1[CH:3]([CH2:18][CH:19]=[CH:20][CH2:21][CH2:22][CH2:23][C:24](=[O:25])[O:26][CH3:27])[CH:4]([CH:7]=[CH:8][CH:9]([C:10]([CH2:11][CH2:12][CH2:13][CH3:14])([CH3:15])[CH3:16])[OH:17])[CH2:5][CH2:6]1>>[OH:1][CH:2]1[CH:3]([CH2:18][CH:19]=[CH:20][CH2:21][CH2:22][CH2:23][C:24](=[O:25])[OH:26])[CH:4]([CH:7]=[CH:8][CH:9]([C:10]([CH2:11][CH2:12][CH2:13][CH3:14])([CH3:15])[CH3:16])[OH:17])[CH2:5][CH2:6]1.